This data is from the Open Reaction Database (ORD), a public repository of structured organic reaction records. The task is: describe an organic reaction: reactants, conditions, products, and yield The reactants are CC1=C(N=C(O1)C1=CC=CC=C1)CCC(=O)C1=CC=C(C=C1)CCC=O (3-[4-[3-(5-methyl-2-phenyl-4-oxazolyl)propionyl]phenyl]propionaldehyde), [C-]#N.[Na+] (sodium cyanide), C(C)(=O)OC(C)=O (acetic anhydride), ClCCl (dichloromethane). Reagents/catalysts: [Cl-].C(C1=CC=CC=C1)[N+](CCCC)(CCCC)CCCC (benzyltributylammonium chloride). Solvent: O (water). Run at time 18 hour. Yields the product C(C)(=O)OC(C#N)CCC1=CC=C(C=C1)C(CCC=1N=C(OC1C)C1=CC=CC=C1)=O (2-acetoxy-4-[4-[3-(5-methyl- 2-phenyl-4-oxazolyl)propionyl]phenyl]butyronitrile). The yield is 99.3%. As a reaction SMILES: [CH3:1][C:2]1[O:6][C:5]([C:7]2[CH:12]=[CH:11][CH:10]=[CH:9][CH:8]=2)=[N:4][C:3]=1[CH2:13][CH2:14][C:15]([C:17]1[CH:22]=[CH:21][C:20]([CH2:23][CH2:24][CH:25]=[O:26])=[CH:19][CH:18]=1)=[O:16].[C-:27]#[N:28].[Na+].[C:30]([O:33]C(=O)C)(=O)[CH3:31].ClCCl>[Cl-].C([N+](CCCC)(CCCC)CCCC)C1C=CC=CC=1.O>[C:30]([O:26][CH:25]([CH2:24][CH2:23][C:20]1[CH:19]=[CH:18][C:17]([C:15](=[O:16])[CH2:14][CH2:13][C:3]2[N:4]=[C:5]([C:7]3[CH:8]=[CH:9][CH:10]=[CH:11][CH:12]=3)[O:6][C:2]=2[CH3:1])=[CH:22][CH:21]=1)[C:27]#[N:28])(=[O:33])[CH3:31] |f:1.2,5.6|. Reported procedure: A mixture of 3-[4-[3-(5-methyl-2-phenyl-4-oxazolyl)propionyl]phenyl]propionaldehyde (1.47 g), sodium cyanide (0.25 g), acetic anhydride (0.52 g), benzyltributylammonium chloride [(C4H9)3 (C6H5CH2)N+Cl- ](0.66 g) and dichloromethane (30 ml)- water (10 ml) was stirred at room temperature for 18 hours. The organic layer was separated, washed with water, dried (MgSO4) and then concentrated under reduced pressure. The residue was subjected to silica gel column chromatography. From the fraction eluted... Reactants: COC(=O)C1=CC=2N(C=C1)C(=C(N2)C)C2=NC(=NC=C2)NC2=CC=C(C=C2)C(NC2=C(C=CC=C2)N)=O (3-{2-[4-(2-amino-phenylcarbamoyl)-phenylamino]-pyrimidin-4-yl}-2-methyl-imidazo[1,2-a]pyridine-7-carboxylic acid methyl ester), [OH-].[Na+] (NaOH). Run in CO (MeOH). Product: NC1=C(C=CC=C1)NC(=O)C1=CC=C(C=C1)NC1=NC=CC(=N1)C1=C(N=C2N1C=CC(=C2)C(=O)O)C (3-{2-[4-(2-Amino-phenylcarbamoyl)-phenylamino]-pyrimidin-4-yl}-2-methyl-imidazo[1,2-a]pyridine-7-carboxylic acid). RXN SMILES: C[O:2][C:3]([C:5]1[CH:10]=[CH:9][N:8]2[C:11]([C:15]3[CH:20]=[CH:19][N:18]=[C:17]([NH:21][C:22]4[CH:27]=[CH:26][C:25]([C:28](=[O:37])[NH:29][C:30]5[CH:35]=[CH:34][CH:33]=[CH:32][C:31]=5[NH2:36])=[CH:24][CH:23]=4)[N:16]=3)=[C:12]([CH3:14])[N:13]=[C:7]2[CH:6]=1)=[O:4].[OH-].[Na+]>CO>[NH2:36][C:31]1[CH:32]=[CH:33][CH:34]=[CH:35][C:30]=1[NH:29][C:28]([C:25]1[CH:24]=[CH:23][C:22]([NH:21][C:17]2[N:16]=[C:15]([C:11]3[N:8]4[CH:9]=[CH:10][C:5]([C:3]([OH:4])=[O:2])=[CH:6][C:7]4=[N:13][C:12]=3[CH3:14])[CH:20]=[CH:19][N:18]=2)=[CH:27][CH:26]=1)=[O:37] |f:1.2|. Reported procedure: Compound 3-{2-[4-(2-amino-phenylcarbamoyl)-phenylamino]-pyrimidin-4-yl}-2-methyl-imidazo[1,2-a]pyridine-7-carboxylic acid methyl ester (200 mg, 0.4 mmol) was dissolved in MeOH (5 mL) and then treated with 1N NaOH (1 mL). After 2 hours the reaction mixture was evaporated and the solids were re-suspended in water and 1N HCl was slowly added to precipitate the title compound. MS found for C26H21N7O3 as (M+H)+ 480.53. 1H NMR (400 MHz, dmso-d6): δ 9.99 (s, 1H), 9.72 (d, J=5.6 Hz, 1H), 9.47 (s, 1H), 8... Reactants: CCOC(=O)c1ccccc1O, C1COCCO1, Cl, [Na+], [OH-], [NH3+]O. The product is O=C(NO)c1ccccc1O. RXN SMILES: [C:4]([c:5]1[c:6]([OH:7])[cH:8][cH:9][cH:10][cH:11]1)([O:13][CH2:12][CH3:14])=[O:15].[CH2:18]1[O:19][CH2:20][CH2:21][O:22][CH2:23]1.[ClH:1].[Na+:17].[OH-:16].[OH:2][NH3+:3]>>[OH:2][NH:3][C:4]([c:5]1[c:6]([OH:7])[cH:8][cH:9][cH:10][cH:11]1)=[O:13]. Reactants: OO (hydrogen peroxide), OO (hydrogen peroxide), C(CCCCCCCCC)SCCC#N (3-(n-decylthio)propionitrile), carboxylic acid, C(CCCCCCCCC)S(=O)(=O)CCC(=O)O (3-(n-decylsulfonyl)propionic acid), sulfone carboxylic acid, C(CCCCCCCCC)S(=O)(=O)CCC(=O)O (3-(n-decylsulfonyl)propionic acid). Run in CS(=O)(=O)O (methanesulfonic acid), CS(=O)(=O)O (methanesulfonic acid). Conditions: temperature 10 celsius. Product: C(CCCCCCCCC)S(=O)(=O)CCC(=O)OO (3-(n-decylsulfonyl)peroxypropionic acid). Yield: 87.6%. RXN SMILES: C(SCCC#N)CCCCCCCCC.[CH2:16]([S:26]([CH2:29][CH2:30][C:31]([OH:33])=[O:32])(=[O:28])=[O:27])[CH2:17][CH2:18][CH2:19][CH2:20][CH2:21][CH2:22][CH2:23][CH2:24][CH3:25].[OH:34]O>CS(O)(=O)=O>[CH2:16]([S:26]([CH2:29][CH2:30][C:31]([O:33][OH:34])=[O:32])(=[O:27])=[O:28])[CH2:17][CH2:18][CH2:19][CH2:20][CH2:21][CH2:22][CH2:23][CH2:24][CH3:25]. Procedure details: The product of Example 12 was converted to the corresponding carboxylic acid by alkaline hydrolysis followed by acidification and then to the corresponding sulfone carboxylic acid by oxidation in accordance with a procedure found in U.S. Pat. No. 3,857,875 to Brady et al. A stirred mixture of 5 g of 3-(n-decylsulfonyl)propionic acid and 50 mL of methanesulfonic acid was heated to 40°±3° C. The 3-(n-decylsulfonyl)propionic acid dissolved only partially in the methanesulfonic acid at this temperat... Yields the product O1CCOC12CCC(CC2)C2NC(OC2)=O (4-(1,4-dioxaspiro[4.5]decan-8-yl)oxazolidin-2-one). The reactants are OCC(C1CCC2(OCCO2)CC1)NC(OC(C)(C)C)=O (tert-butyl (2-hydroxy-1-(1,4-dioxaspiro[4.5]decan-8-yl)ethyl)carbamate), O1CCCC1 (tetrahydrofuran), CC(C)([O-])C.[K+] (potassium tert-butoxide). As a reaction SMILES: OC[CH:3]([NH:14][C:15](=[O:21])[O:16][C:17](C)(C)C)[CH:4]1[CH2:13][CH2:12][C:7]2([O:11][CH2:10][CH2:9][O:8]2)[CH2:6][CH2:5]1.O1CCCC1.CC(C)([O-])C.[K+]>C(OCC)(=O)C>[O:8]1[C:7]2([CH2:6][CH2:5][CH:4]([CH:3]3[CH2:17][O:16][C:15](=[O:21])[NH:14]3)[CH2:13][CH2:12]2)[O:11][CH2:10][CH2:9]1 |f:2.3|. Run in C(C)(=O)OCC (ethyl acetate). Procedure: A 250 mL round bottom flask was charged with tert-butyl (2-hydroxy-1-(1,4-dioxaspiro[4.5]decan-8-yl)ethyl)carbamate (1.5 g, 4.98 mmol), prepared in the previous step, and tetrahydrofuran (100 mL). The mixture was cooled to 0° C. and potassium tert-butoxide (670 mg, 5.97 mmol) was added. The mixture was stirred at 0° C. for 2 h. The mixture was diluted with ethyl acetate and washed with saturated aqueous ammonium chloride. The organic layer was dried over MgSO4, filtered, and concentrated in vacu... Conditions: temperature 0 celsius, time 2 hour. Reactants: O=C(Oc1ccccc1)C(=O)Oc1ccccc1, O=C([O-])[O-], CC(=O)O, CC(C)=O, [K+], [K+], O. Product: O=C([O-])C(=O)Oc1ccccc1, [K+]. Reaction SMILES: [C:11]([C:12](=[O:13])[O:14][c:15]1[cH:16][cH:17][cH:18][cH:19][cH:20]1)(=[O:21])[O:22][c:23]1[cH:24][cH:25][cH:26][cH:27][cH:28]1.[C:5](=[O:6])([O-:7])[O-:8].[CH3:1][C:2](=[O:3])[OH:4].[CH3:29][C:30](=[O:31])[CH3:32].[K+:10].[K+:9].[OH2:33]>>[C:11]([C:12](=[O:13])[O:14][c:15]1[cH:16][cH:17][cH:18][cH:19][cH:20]1)(=[O:21])[O-:22].[K+:9]. The reactants are ClC1=CC=C(C=C1)CCNC1=CC=NC2=C(C=CC=C12)F (N-[2-(4-chlorophenyl)ethyl]-8-fluoro-4-quinolinamine), C(C)(=O)OC(C)=O (acetic anhydride). Product: ClC1=CC=C(C=C1)CCN(C(C)=O)C1=CC=NC2=C(C=CC=C12)F (N-[2-(4-Chlorophenyl)ethyl]-N-[8-fluoro-4 quinolinyl]acetamide). As a reaction SMILES: [Cl:1][C:2]1[CH:7]=[CH:6][C:5]([CH2:8][CH2:9][NH:10][C:11]2[C:20]3[C:15](=[C:16]([F:21])[CH:17]=[CH:18][CH:19]=3)[N:14]=[CH:13][CH:12]=2)=[CH:4][CH:3]=1.[C:22](OC(=O)C)(=[O:24])[CH3:23]>>[Cl:1][C:2]1[CH:3]=[CH:4][C:5]([CH2:8][CH2:9][N:10]([C:11]2[C:20]3[C:15](=[C:16]([F:21])[CH:17]=[CH:18][CH:19]=3)[N:14]=[CH:13][CH:12]=2)[C:22](=[O:24])[CH3:23])=[CH:6][CH:7]=1. Procedure: A mixture of 2.0 g of N-[2-(4-chlorophenyl)ethyl]-8-fluoro-4-quinolinamine and 5.0 mL of acetic anhydride was refluxed overnight. The mixture was then cooled, and solvents were removed by reducing pressure. The residue was washed with water and then dried. The resulting oil was passed over a silica gel column with ethyl acetate, and the front running spot was collected, producing 0.8 g of the title product as a thick oil.